The task is: describe an organic reaction: reactants, conditions, products, and yield. This data is from the Open Reaction Database (ORD), a public repository of structured organic reaction records. Reactants: S(=O)(Cl)Cl (thionyl chloride), C(=O)(Cl)Cl (phosgene), formula II, C1(OCCO1)=O (ethylene carbonate), ClCCOC1=C(C=CC=C1)S(=O)(=O)N (2-(2-chloroethoxy)-benzenesulfonamide), ClC1=CC=C(C=C1)O (4-chlorophenol), OCCOC1=CC=C(C=C1)Cl (4-(2-hydroxyethoxy)-chlorobenzene), formula III. Yields the product ClCCOC1=CC=C(C=C1)Cl (4-(2-chloroethoxy)-chlorobenzene), formula IV. Reaction SMILES: [Cl:1][CH2:2][CH2:3][O:4][C:5]1[CH:10]=[CH:9][CH:8]=[CH:7][C:6]=1S(N)(=O)=O.[Cl:15]C1C=CC(O)=CC=1.C1(=O)OCCO1.OCCOC1C=CC(Cl)=CC=1.C(Cl)(Cl)=O.S(Cl)(Cl)=O>>[Cl:1][CH2:2][CH2:3][O:4][C:5]1[CH:10]=[CH:9][C:8]([Cl:15])=[CH:7][CH:6]=1. Reported procedure: A process for the preparation of 2-(2-chloroethoxy)-benzenesulfonamide of formula I ##STR15## which process comprises the etherification of 4-chlorophenol of formula II ##STR16## with ethylene carbonate at a temperature between +130° C. and +150° C. and chlorination of the resulting 4-(2-hydroxyethoxy)-chlorobenzene of formula III ##STR17## with phosgene or thionyl chloride at a temperature between +70° C. and +90° C. to give 4-(2-chloroethoxy)-chlorobenzene of formula IV ##STR18## which is conv...